This data is from the Open Reaction Database (ORD), a public repository of structured organic reaction records. The task is: describe an organic reaction: reactants, conditions, products, and yield Starting materials: ClC1=NC(=CC=C1[N+](=O)[O-])OC (2-chloro-6-methoxy-3-nitropyridine), NC=1C=C(C=CC1)O (m-aminophenol), O (water). Run in CO (methanol). The product is OC=1C=C(C=CC1)NC1=NC(=CC=C1[N+](=O)[O-])OC (2-(3-hydroxyphenylamino)-6-methoxy-3-nitropyridine). Yield: 97.7%. RXN SMILES: Cl[C:2]1[C:7]([N+:8]([O-:10])=[O:9])=[CH:6][CH:5]=[C:4]([O:11][CH3:12])[N:3]=1.[NH2:13][C:14]1[CH:15]=[C:16]([OH:20])[CH:17]=[CH:18][CH:19]=1.O>CO>[OH:20][C:16]1[CH:15]=[C:14]([NH:13][C:2]2[C:7]([N+:8]([O-:10])=[O:9])=[CH:6][CH:5]=[C:4]([O:11][CH3:12])[N:3]=2)[CH:19]=[CH:18][CH:17]=1. Procedure details: A mixture of 188.6 g (1 mole) of 2-chloro-6-methoxy-3-nitropyridine and 262 g (2.4 mole) of m-aminophenol is heated in 500 ml of methanol gradually up to the reflux. After 2 hours of heating time, the mixture is cooled down, 1000 ml of water are stirred in, the crystals formed are filtered off by suction and are thoroughly washed with water. The compound is obtained in the form of orange colored crystals with a melting point of 156°-8° C. and in a yield of 97.7% of theory.